Dataset: the Open Reaction Database (ORD), a public repository of structured organic reaction records. Task: describe an organic reaction: reactants, conditions, products, and yield The reactants are O1C(CCCC1)ONC(=O)[C@@H](CC=CC1=CC=CC=C1)C(C(=O)NN1C(NC2(C1=O)CCCCC2)=O)CC(C)C ([1(S)-[(tetrahydro-2(RS)pyranyloxy)carbamoyl]4-phenyl-3-butenyl]-4-methyl-N-(2,4-dioxo-1,3-diazaspiro[4.5]decan-3-yl)valeramide), [H][H] (hydrogen). The reagents and catalysts are [Pd] (palladium-on-carbon). The solvent is CO (methanol). Yields the product O1C(CCCC1)ONC(=O)[C@@H](CCCC1=CC=CC=C1)[C@H](C(=O)NN1C(NC2(C1=O)CCCCC2)=O)CC(C)C (2(R)-[1(S)-[(tetrahydro-2(RS)-pyranyloxy)carbamoyl]-4-phenylbutyl]-4-methyl-N-(2,4-dioxo-1,3-diazaspiro[4.5]decan-3-yl)valeramide). RXN SMILES: [O:1]1[CH2:6][CH2:5][CH2:4][CH2:3][CH:2]1[O:7][NH:8][C:9]([C@H:11]([CH:21]([CH2:37][CH:38]([CH3:40])[CH3:39])[C:22]([NH:24][N:25]1[C:29](=[O:30])[C:28]2([CH2:35][CH2:34][CH2:33][CH2:32][CH2:31]2)[NH:27][C:26]1=[O:36])=[O:23])[CH2:12][CH:13]=[CH:14][C:15]1[CH:20]=[CH:19][CH:18]=[CH:17][CH:16]=1)=[O:10].[H][H]>CO.[Pd]>[O:1]1[CH2:6][CH2:5][CH2:4][CH2:3][CH:2]1[O:7][NH:8][C:9]([C@H:11]([C@@H:21]([CH2:37][CH:38]([CH3:40])[CH3:39])[C:22]([NH:24][N:25]1[C:29](=[O:30])[C:28]2([CH2:35][CH2:34][CH2:33][CH2:32][CH2:31]2)[NH:27][C:26]1=[O:36])=[O:23])[CH2:12][CH2:13][CH2:14][C:15]1[CH:20]=[CH:19][CH:18]=[CH:17][CH:16]=1)=[O:10]. Reported procedure: A solution of 0.25 g of (E)-2(R(-[1(S)-[(tetrahydro-2(RS)pyranyloxy)carbamoyl]4-phenyl-3-butenyl]-4-methyl-N-(2,4-dioxo-1,3-diazaspiro[4.5]decan-3-yl)valeramide in 5 ml of methanol containing 0.025 g of 10% palladium-on-carbon catalyst was shaken in a hydrogen atmosphere for 2 hours. The catalyst was filtered off to give a solution of 0.25 g of 2(R)-[1(S)-[(tetrahydro-2(RS)-pyranyloxy)carbamoyl]-4-phenylbutyl]-4-methyl-N-(2,4-dioxo-1,3-diazaspiro[4.5]decan-3-yl)valeramide in methanol that was us... Reactants: FC=1C=C(C=CC1)SCl (m-fluorobenzenesulfenyl chloride), N1C=C(C=C1)C(=O)OC (methyl pyrrole-3-carboxylate). Product: FC=1C=C(C=CC1)SC1=CC(=CN1)C(=O)OC (methyl 5-(3-fluorophenylthio)pyrrole-3-carboxylate). As a reaction SMILES: [F:1][C:2]1[CH:3]=[C:4]([S:8]Cl)[CH:5]=[CH:6][CH:7]=1.[NH:10]1[CH:14]=[CH:13][C:12]([C:15]([O:17][CH3:18])=[O:16])=[CH:11]1>>[F:1][C:2]1[CH:3]=[C:4]([S:8][C:14]2[NH:10][CH:11]=[C:12]([C:15]([O:17][CH3:18])=[O:16])[CH:13]=2)[CH:5]=[CH:6][CH:7]=1. Procedure: By the same procedure, m-fluorobenzenesulfenyl chloride is reacted with methyl pyrrole-3-carboxylate to form methyl 5-(3-fluorophenylthio)pyrrole-3-carboxylate.